Task: describe an organic reaction: reactants, conditions, products, and yield. Dataset: the Open Reaction Database (ORD), a public repository of structured organic reaction records Yields the product BrC1=CC(=C(C=C1)OC(C)C)F (4-bromo-2-fluoro-1-isopropoxybenzene). The yield is 107.4%. Procedure details: To a solution of 4-bromo-2-fluorophenol (10 g, 52.35 mmol) in THF (100 ml), isopropyl alcohol (4.8 ml, 62.62 mmol) and triphenylphosphine (20.6 g, 78.52 mmol) were added and heated to 45° C. followed by diisopropylazodicarboxylate (15.4 ml, 78.52 mmol). The mixture was refluxed for 1 h, concentrated and the residue was purified by column chromatography with ethyl acetate: petroleum ether to afford the title compound as a colourless liquid (13.1 g, 99%) which was used without purification in the ... Solvent: C1CCOC1 (THF). Run at temperature 45 celsius. RXN SMILES: [Br:1][C:2]1[CH:7]=[CH:6][C:5]([OH:8])=[C:4]([F:9])[CH:3]=1.[CH:10](O)([CH3:12])[CH3:11].C1(P(C2C=CC=CC=2)C2C=CC=CC=2)C=CC=CC=1.CC(OC(/N=N/C(OC(C)C)=O)=O)C>C1COCC1>[Br:1][C:2]1[CH:7]=[CH:6][C:5]([O:8][CH:10]([CH3:12])[CH3:11])=[C:4]([F:9])[CH:3]=1. Reactants: BrC1=CC(=C(C=C1)O)F (4-bromo-2-fluorophenol), C(C)(C)O (isopropyl alcohol), C1(=CC=CC=C1)P(C1=CC=CC=C1)C1=CC=CC=C1 (triphenylphosphine), CC(C)OC(=O)/N=N/C(=O)OC(C)C (diisopropylazodicarboxylate).